Dataset: the Open Reaction Database (ORD), a public repository of structured organic reaction records. Task: describe an organic reaction: reactants, conditions, products, and yield Starting materials: OC1=CC=C(C=N1)C(=O)OC (methyl 6-hydroxypyridine-3-carboxylate), o-triflate, C(CCC)[Sn](C=1SC=CC1)(CCCC)CCCC (2-(tributylstannyl)thiophene). The reagents and catalysts are C1=CC=C(C=C1)P(C2=CC=CC=C2)C3=CC=CC=C3.C1=CC=C(C=C1)P(C2=CC=CC=C2)C3=CC=CC=C3.C1=CC=C(C=C1)P(C2=CC=CC=C2)C3=CC=CC=C3.C1=CC=C(C=C1)P(C2=CC=CC=C2)C3=CC=CC=C3.[Pd] (tetrakis(triphenylphosphine)palladium(O)). Solvent: C1(=CC=CC=C1)C (toluene), C(Cl)(Cl)Cl (chloroform). Product: S1C(=CC=C1)C1=CC=C(C=N1)C(=O)OC (Methyl 6-(2-thienyl)pyridine-3-carboxylate). As a reaction SMILES: O[C:2]1[N:7]=[CH:6][C:5]([C:8]([O:10][CH3:11])=[O:9])=[CH:4][CH:3]=1.C([Sn](CCCC)(CCCC)[C:17]1[S:18][CH:19]=[CH:20][CH:21]=1)CCC>C1(C)C=CC=CC=1.C(Cl)(Cl)Cl.C1C=CC(P(C2C=CC=CC=2)C2C=CC=CC=2)=CC=1.C1C=CC(P(C2C=CC=CC=2)C2C=CC=CC=2)=CC=1.C1C=CC(P(C2C=CC=CC=2)C2C=CC=CC=2)=CC=1.C1C=CC(P(C2C=CC=CC=2)C2C=CC=CC=2)=CC=1.[Pd]>[S:18]1[CH:19]=[CH:20][CH:21]=[C:17]1[C:2]1[N:7]=[CH:6][C:5]([C:8]([O:10][CH3:11])=[O:9])=[CH:4][CH:3]=1 |f:4.5.6.7.8|. Procedure: A solution of 2.0 g of (methyl 6-hydroxypyridine-3-carboxylate, o-triflate) and 5.23 g of 2-(tributylstannyl)thiophene in 50 ml of dry toluene is stirred under nitrogen at reflux for 16 hours in the presence of tetrakis(triphenylphosphine)palladium(O). The reaction mixture is diluted with 50 ml of chloroform and filtered through a pad of diatomaceous earth. The filtrate is evaporated in vacuo to a residue which is extracted and decanted (2×100 ml) with 1:1 ether:petroleum ether. The combined ext...